Dataset: the Open Reaction Database (ORD), a public repository of structured organic reaction records. Task: describe an organic reaction: reactants, conditions, products, and yield Reactants: COC1=CC=C(C=C1)C=1SC=CC1 (2-(4-methoxyphenyl)thiophene), C(CC)S (propanethiol), [H-].[K+] (potassium hydride). The solvent is CN(C=O)C (dimethylformamide). Yields the product S1C(=CC=C1)C1=CC=C(C=C1)O (4-(2-Thienyl)phenol). As a reaction SMILES: C[O:2][C:3]1[CH:8]=[CH:7][C:6]([C:9]2[S:10][CH:11]=[CH:12][CH:13]=2)=[CH:5][CH:4]=1.C(S)CC.[H-].[K+]>CN(C)C=O>[S:10]1[CH:11]=[CH:12][CH:13]=[C:9]1[C:6]1[CH:7]=[CH:8][C:3]([OH:2])=[CH:4][CH:5]=1 |f:2.3|. Procedure details: To a solution of 8.80 g (2-(4-methoxyphenyl)thiophene (prepared from 2-thienylmagnesium bromide and p-iodoanisole) and 5.4 ml propanethiol in 100 ml dry dimethylformamide was carefully added 7.00 g 35% potassium hydride in mineral oil. The reaction mixture was heated at reflux under nitrogen for 16 hours. Isolation of the resulting product afforded after crystallization 2.42 g 4-(2-thienyl)phenol as a yellow powder. Starting materials: C1(CCCCC1)N.C(C)(C)(C)OC(=O)/C(=C/C1(CCCC1)C(=O)O)/COCCOC ((E)-1-[2-(tert-Butoxycarbonyl)-3-(2-methoxyethoxy)prop-1-enyl]-1-cyclopentanecarboxylic acid cyclohexylamine salt), C(C)(C)(C)OC(=O)N1[C@](C[C@@H](C1)P(C1=CC=CC=C1)C1=CC=CC=C1)(CP(C1=CC=CC=C1)C1=CC=CC=C1)P(C1=CC=CC=C1)C1=CC=CC=C1 ((2S,4S)-tert-butyl-4-(diphenylphosphino)-2-(diphenylphosphino)-2-(diphenylphosphinomethyl)-1-pyrrolidinecarboxylate). The reagents and catalysts are C1/C=C\CC/C=C\C1.C1/C=C\CC/C=C\C1.[Cl-].[Cl-].[Rh].[Rh] (chloro(1,5-cyclooctadiene)rhodium(I)dimer). Reaction conditions: time 20.5 hour. Yields the product C(C)(C)(C)OC(=O)[C@@H](CC1(CCCC1)C(=O)O)COCCOC ((S )-1-[2-(tert-Butoxycarbonyl)-3-(2-methoxyethoxy)propyl]-1-cyclopentanecarboxylic acid). Isolated yield 100.4%. Reaction SMILES: C1(N)CCCCC1.[C:8]([O:12][C:13](/[C:15](/[CH2:25][O:26][CH2:27][CH2:28][O:29][CH3:30])=[CH:16]/[C:17]1([C:22]([OH:24])=[O:23])[CH2:21][CH2:20][CH2:19][CH2:18]1)=[O:14])([CH3:11])([CH3:10])[CH3:9].C(OC(N1C[C@@H](P(C2C=CC=CC=2)C2C=CC=CC=2)C[C@]1(P(C1C=CC=CC=1)C1C=CC=CC=1)CP(C1C=CC=CC=1)C1C=CC=CC=1)=O)(C)(C)C>C1CC=CCCC=C1.C1CC=CCCC=C1.[Cl-].[Cl-].[Rh].[Rh]>[C:8]([O:12][C:13]([C@H:15]([CH2:25][O:26][CH2:27][CH2:28][O:29][CH3:30])[CH2:16][C:17]1([C:22]([OH:24])=[O:23])[CH2:21][CH2:20][CH2:19][CH2:18]1)=[O:14])([CH3:10])([CH3:9])[CH3:11] |f:0.1,3.4.5.6.7.8|. Reported procedure: (E)-1-[2-(tert-Butoxycarbonyl)-3-(2-methoxyethoxy)prop-1-enyl]-1-cyclopentanecarboxylic acid cyclohexylamine salt (100 mg, 0.22 mmole), chloro(1,5-cyclooctadiene)rhodium(I)dimer (3.0 mg, 0.0006 mmole) and (2S,4S)-tert-butyl-4-(diphenylphosphino)-2-(diphenylphosphino)-2-(diphenylphosphinomethyl)-1-pyrrolidinecarboxylate (7.6 mg, 0.013 mmole) were charged to a glass vial and the top sealed with a rubber septum. The system was purged with argon, methanol (2.5 mL) was added and the mixture purged wi...